From a dataset of the Open Reaction Database (ORD), a public repository of structured organic reaction records. describe an organic reaction: reactants, conditions, products, and yield The reactants are [Na] (sodium), NC1=NC(=NC2=CC=CC=C12)Cl (4-amino-2-chloroquinazoline), C(C=C)O (allylalcohol). Run at temperature 100 celsius, time 5 hour. Product: C(C=C)OC1=NC2=CC=CC=C2C(=N1)N (2-allyloxy-4-aminoquinazoline). RXN SMILES: [Na].[NH2:2][C:3]1[C:12]2[C:7](=[CH:8][CH:9]=[CH:10][CH:11]=2)[N:6]=[C:5](Cl)[N:4]=1.[CH2:14]([OH:17])[CH:15]=[CH2:16]>>[CH2:14]([O:17][C:5]1[N:4]=[C:3]([NH2:2])[C:12]2[C:7](=[CH:8][CH:9]=[CH:10][CH:11]=2)[N:6]=1)[CH:15]=[CH2:16] |^1:0|. Reported procedure: To the solution of sodium metal (0.7 g) in dried allylalcohol (90 ml) was added 4-amino-2-chloroquinazoline (3.5 g) and the mixture was stirred for 5 hours at 100° C. After the resultant mixture was concentrated under reduced pressure, to the residue was added a small volume of water. The aqueous mixture was extracted twice with ethyl acetate. The organic layer was washed with water and with aqueous solution saturated with sodium chloride, dried over anhydrous magnesium sulfate and concentrated ... Reactants: CCOC(=O)CCc1c[nH]nc1OCC, CN(C)C=O, ClCc1ccc(OC2CCN(c3ccccn3)CC2)cc1, [H-], [Na+], O. Yields the product CCOC(=O)CCc1cn(Cc2ccc(OC3CCN(c4ccccn4)CC3)cc2)nc1OCC. RXN SMILES: [CH2:1]([CH3:2])[O:3][c:4]1[n:5][nH:6][cH:7][c:8]1[CH2:9][CH2:10][C:11](=[O:12])[O:13][CH2:14][CH3:15].[CH3:37][N:38]([CH3:39])[CH:40]=[O:41].[Cl:16][CH2:17][c:18]1[cH:19][cH:20][c:21]([O:22][CH:23]2[CH2:24][CH2:25][N:26]([c:29]3[n:30][cH:31][cH:32][cH:33][cH:34]3)[CH2:27][CH2:28]2)[cH:35][cH:36]1.[H-:42].[Na+:43].[OH2:44]>>[CH2:1]([CH3:2])[O:3][c:4]1[n:5][n:6]([CH2:17][c:18]2[cH:19][cH:20][c:21]([O:22][CH:23]3[CH2:24][CH2:25][N:26]([c:29]4[n:30][cH:31][cH:32][cH:33][cH:34]4)[CH2:27][CH2:28]3)[cH:35][cH:36]2)[cH:7][c:8]1[CH2:9][CH2:10][C:11](=[O:12])[O:13][CH2:14][CH3:15]. Reactants: BrB(Br)Br, CCOc1ccc(-c2cc(C(F)(F)F)cc(C(F)(F)F)c2)cc1C(=O)NC(Cc1ccc(-c2ccc(F)c(Cl)c2)cc1)c1nc(C)no1. Product: Cc1noc(C(Cc2ccc(-c3ccc(F)c(Cl)c3)cc2)NC(=O)c2cc(-c3cc(C(F)(F)F)cc(C(F)(F)F)c3)ccc2O)n1. RXN SMILES: [B:49]([Br:50])([Br:51])[Br:52].[Cl:1][c:2]1[cH:3][c:4](-[c:9]2[cH:10][cH:11][c:12]([CH2:15][CH:16]([c:17]3[n:18][c:19]([CH3:22])[n:20][o:21]3)[NH:23][C:24](=[O:25])[c:26]3[cH:27][c:28](-[c:35]4[cH:36][c:37]([C:45]([F:46])([F:47])[F:48])[cH:38][c:39]([C:41]([F:42])([F:43])[F:44])[cH:40]4)[cH:29][cH:30][c:31]3[O:32][CH2:33][CH3:34])[cH:13][cH:14]2)[cH:5][cH:6][c:7]1[F:8]>>[Cl:1][c:2]1[cH:3][c:4](-[c:9]2[cH:10][cH:11][c:12]([CH2:15][CH:16]([c:17]3[n:18][c:19]([CH3:22])[n:20][o:21]3)[NH:23][C:24](=[O:25])[c:26]3[cH:27][c:28](-[c:35]4[cH:36][c:37]([C:45]([F:46])([F:47])[F:48])[cH:38][c:39]([C:41]([F:42])([F:43])[F:44])[cH:40]4)[cH:29][cH:30][c:31]3[OH:32])[cH:13][cH:14]2)[cH:5][cH:6][c:7]1[F:8]. Starting materials: CC(CC)OC1=CC=C(C=C1)O (4-(1-methylpropoxy)phenol), C([O-])([O-])=O.[K+].[K+] (potassium carbonate), BrC(C(=O)OC)C (methyl 2-bromopropionate), O (water). The solvent is CN(C)C=O (DMF), CN(C)C=O (DMF), CCOCC.CCCCCC (ether hexane). Reaction conditions: time 60 hour. Product: CC(CC)OC1=CC=C(OC(C(=O)OC)C)C=C1 (methyl 2-[4-(1-methylpropoxy)phenoxy]propanoate). Reaction SMILES: [CH3:1][CH:2]([O:5][C:6]1[CH:11]=[CH:10][C:9]([OH:12])=[CH:8][CH:7]=1)[CH2:3][CH3:4].C(=O)([O-])[O-].[K+].[K+].Br[CH:20]([CH3:25])[C:21]([O:23][CH3:24])=[O:22].O>CN(C=O)C.CCOCC.CCCCCC>[CH3:1][CH:2]([O:5][C:6]1[CH:7]=[CH:8][C:9]([O:12][CH:20]([CH3:25])[C:21]([O:23][CH3:24])=[O:22])=[CH:10][CH:11]=1)[CH2:3][CH3:4] |f:1.2.3,7.8|. Procedure details: To a solution of 4-(1-methylpropoxy)phenol (1.58 g, 9.5 mmol) in 10 ml of DMF at 50° is added potassium carbonate (3.90 g, 28.0 mmol). To this is added dropwise methyl 2-bromopropionate (3.2 ml, 30.0 mmol) in 10 ml of DMF. The mixture is stirred at 70° for 60 hours. The cooled reaction is worked up by addition of water and extraction with a mixture of ether/hexane (3×). The combined organic extracts are washed with 10% sulfuric acid, with water and with brine, dried and the solvent removed to gi... The reactants are C(C(C)C)C1=CC=C(C=C1)CC#N (4-isobutylphenylacetonitrile), FC(CO)(F)F (2,2,2-trifluoroethanol), S(O)(O)(=O)=O (sulfuric acid), ice water. Yields the product FC(COC(CC1=CC=C(C=C1)CC(C)C)=O)(F)F (4-isobutylphenylacetic acid-2,2,2-trifluoroethyl ester). The yield is 51.1%. RXN SMILES: [CH2:1]([C:5]1[CH:10]=[CH:9][C:8]([CH2:11][C:12]#N)=[CH:7][CH:6]=1)[CH:2]([CH3:4])[CH3:3].[F:14][C:15]([F:19])([F:18])[CH2:16][OH:17].S(=O)(=O)(O)[OH:21]>>[F:14][C:15]([F:19])([F:18])[CH2:16][O:17][C:12](=[O:21])[CH2:11][C:8]1[CH:9]=[CH:10][C:5]([CH2:1][CH:2]([CH3:4])[CH3:3])=[CH:6][CH:7]=1. Reported procedure: A mixture of 1.73 g of 4-isobutylphenylacetonitrile and 10 g of 95% of 2,2,2-trifluoroethanol and 10 g of concentrated sulfuric acid were refluxed for 12 hours. After the reaction was complete, ice-water was added to the mixture. The resulting mixture was extracted with ether. The ether layer separated was dehydrated and concentrated to leave an oily residue. The residue was distilled in vacuo to give 1.4 g of 4-isobutylphenylacetic acid-2,2,2-trifluoroethyl ester as a pale yellow oil, boiling a...